From a dataset of the Open Reaction Database (ORD), a public repository of structured organic reaction records. describe an organic reaction: reactants, conditions, products, and yield The reactants are [SiH](CC)(CC)CC (Et3SiH), ClC=1C=CC(=C(C1)C(=O)C1=CC=C(C=C1)CC)O ((5-chloro-2-hydroxyphenyl)(4-ethylphenyl)methanone), C(F)(F)(F)S(=O)(=O)O (CF3SO3H). Solvent: C(=O)(C(F)(F)F)O (TFA). Reaction conditions: time 8 hour. Yields the product ClC1=CC(=C(C=C1)O)CC1=CC=C(C=C1)CC (4-chloro-2-(4-ethylbenzyl)phenol). Yield: 95.0%. As a reaction SMILES: [SiH](CC)(CC)CC.[Cl:8][C:9]1[CH:10]=[CH:11][C:12]([OH:25])=[C:13]([C:15]([C:17]2[CH:22]=[CH:21][C:20]([CH2:23][CH3:24])=[CH:19][CH:18]=2)=O)[CH:14]=1.C(S(O)(=O)=O)(F)(F)F>C(O)(C(F)(F)F)=O>[Cl:8][C:9]1[CH:10]=[CH:11][C:12]([OH:25])=[C:13]([CH2:15][C:17]2[CH:18]=[CH:19][C:20]([CH2:23][CH3:24])=[CH:21][CH:22]=2)[CH:14]=1. Reported procedure: To a stirred 0° C. solution of Et3SiH (2.26 ml, 14.2 mmol) and (5-chloro-2-hydroxyphenyl)(4-ethylphenyl)methanone (1.944 g, 7.08 mmol) in 10 mL of TFA was added CF3SO3H (30 μL) at a rate to keep the temperature at about 0° C. After complete addition, the mixture was warmed to room temperature and stirred overnight at room temperature. After the volatiles were evaporated under reduced pressure, the residue was partitioned in ethyl acetate and water. The organic layer was separated and washed with...